The task is: describe an organic reaction: reactants, conditions, products, and yield. This data is from the Open Reaction Database (ORD), a public repository of structured organic reaction records. Reactants: FC(CO)F (2,2-Difluoroethanol), [H-].[Na+] (sodium hydride), BrC1=NC=C(C=C1)Br (2,5-dibromopyridine). Solvent: CN(C=O)C (dimethylformamide), CN(C=O)C (dimethylformamide), O (water). Reaction conditions: time 40 minute. Product: BrC=1C=CC(=NC1)OCC(F)F (5-Bromo-2-(2,2-difluoroethoxy)pyridine). Reaction SMILES: [F:1][CH:2]([F:5])[CH2:3][OH:4].[H-].[Na+].Br[C:9]1[CH:14]=[CH:13][C:12]([Br:15])=[CH:11][N:10]=1>CN(C)C=O.O>[Br:15][C:12]1[CH:13]=[CH:14][C:9]([O:4][CH2:3][CH:2]([F:5])[F:1])=[N:10][CH:11]=1 |f:1.2|. Procedure details: 2,2-Difluoroethanol (0.40 ml) was added dropwise to a suspension of sodium hydride (0.270 g) in dimethylformamide (5 ml) cooled in an ice-bath under argon. The mixture was stirred at room temperature for 40 minutes, then re-cooled in an ice-bath. A solution of 2,5-dibromopyridine (1 g) in dimethylformamide (5 ml) was added. The solution was then heated at 65° C. under argon for 18 h, allowed to cool and diluted with water (50 ml). The aqueous phase was extracted three times with ethyl acetate. T...